From a dataset of the Open Reaction Database (ORD), a public repository of structured organic reaction records. describe an organic reaction: reactants, conditions, products, and yield Reactants: C(C)(C)(C)OC(NC1CCN(CC1)S(=O)(=O)C1=CC=C(C=C1)C(=O)N1CCCCC1)=O ({1-[4-(Piperidine-1-carbonyl)-benzenesulfonyl]-piperidin-4-yl}-carbamic acid tert-butyl ester), solution, Cl (HCl). The solvent is O1CCOCC1 (Dioxane). Run at time 3 hour. Yields the product NC1CCN(CC1)S(=O)(=O)C1=CC=C(C=C1)C(=O)N1CCCCC1 ([4-(4-Amino-piperidine-1-sulfonyl)-phenyl]-piperidin-1-yl-methanone). Isolated yield 94.8%. RXN SMILES: C(OC(=O)[NH:7][CH:8]1[CH2:13][CH2:12][N:11]([S:14]([C:17]2[CH:22]=[CH:21][C:20]([C:23]([N:25]3[CH2:30][CH2:29][CH2:28][CH2:27][CH2:26]3)=[O:24])=[CH:19][CH:18]=2)(=[O:16])=[O:15])[CH2:10][CH2:9]1)(C)(C)C.Cl>O1CCOCC1>[NH2:7][CH:8]1[CH2:13][CH2:12][N:11]([S:14]([C:17]2[CH:18]=[CH:19][C:20]([C:23]([N:25]3[CH2:30][CH2:29][CH2:28][CH2:27][CH2:26]3)=[O:24])=[CH:21][CH:22]=2)(=[O:16])=[O:15])[CH2:10][CH2:9]1. Procedure details: {1-[4-(Piperidine-1-carbonyl)-benzenesulfonyl]-piperidin-4-yl}-carbamic acid tert-butyl ester (0.17 g, 0.39 mmol) was suspended in a 4M solution of HCl in Dioxane (10 ml). The resulting suspension was stirred at room temperature for 3 hours. After this time the solution was concentrated under vacuum, then azeotroped with methanol and suspended in diethyl ether. The resulting solid precipitate was then collected by filtration, washed with diethyl ether and dried under vacuum to afford the title c...